Dataset: the Open Reaction Database (ORD), a public repository of structured organic reaction records. Task: describe an organic reaction: reactants, conditions, products, and yield The reactants are COc1ccc(OC2COc3ccc(O)cc3C2O)cc1, ClCCl, Fc1ccc2nc(CCl)ccc2c1. Yields the product COc1ccc(OC2COc3ccc(-c4ccc5cc(F)ccc5n4)cc3C2O)cc1. Reaction SMILES: [CH3:1][O:2][c:3]1[cH:4][cH:5][c:6]([O:7][CH:8]2[CH2:9][O:10][c:11]3[cH:12][cH:13][c:14]([OH:19])[cH:15][c:16]3[CH:17]2[OH:18])[cH:20][cH:21]1.[Cl:35][CH2:36][Cl:37].[F:22][c:23]1[cH:24][c:25]2[cH:26][cH:27][c:28]([CH2:33][Cl:34])[n:29][c:30]2[cH:31][cH:32]1>>[CH3:1][O:2][c:3]1[cH:4][cH:5][c:6]([O:7][CH:8]2[CH2:9][O:10][c:11]3[cH:12][cH:13][c:14](-[c:28]4[cH:27][cH:26][c:25]5[cH:24][c:23]([F:22])[cH:32][cH:31][c:30]5[n:29]4)[cH:15][c:16]3[CH:17]2[OH:18])[cH:20][cH:21]1. The reactants are O1CCOC12CCC(CC2)C(N)=S (1,4-Dioxaspiro[4.5]decane-8-carbothioamide), BrC(C(=O)C1=CC=C(C=C1)OC)C1=CC=C(C=C1)C (2-bromo-1-(4-methoxyphenyl)-2-(p-tolyl)ethanone), C(O)([O-])=O.[Na+] (sodium hydrogen carbonate). Solvent: C(C)#N (acetonitrile). The product is COC1=CC=C(C=C1)C=1N=C(SC1C1=CC=C(C=C1)C)C1CCC2(OCCO2)CC1 (8-(4-(4-Methoxyphenyl)-5-(p-tolyl)thiazol-2-yl)-1,4-dioxaspiro[4.5]decane). Yield: 81.0%. RXN SMILES: [O:1]1[C:5]2([CH2:10][CH2:9][CH:8]([C:11](=[S:13])[NH2:12])[CH2:7][CH2:6]2)[O:4][CH2:3][CH2:2]1.Br[CH:15]([C:26]1[CH:31]=[CH:30][C:29]([CH3:32])=[CH:28][CH:27]=1)[C:16]([C:18]1[CH:23]=[CH:22][C:21]([O:24][CH3:25])=[CH:20][CH:19]=1)=O.C(=O)([O-])O.[Na+]>C(#N)C>[CH3:25][O:24][C:21]1[CH:20]=[CH:19][C:18]([C:16]2[N:12]=[C:11]([CH:8]3[CH2:9][CH2:10][C:5]4([O:4][CH2:3][CH2:2][O:1]4)[CH2:6][CH2:7]3)[S:13][C:15]=2[C:26]2[CH:27]=[CH:28][C:29]([CH3:32])=[CH:30][CH:31]=2)=[CH:23][CH:22]=1 |f:2.3|. Procedure details: A solution of 1,4-dioxaspiro[4.5]decane-8-carbothioamide (Reference Example 94) (389 mg, 1.93 mmol) and 2-bromo-1-(4-methoxyphenyl)-2-(p-tolyl)ethanone (588 mg, 1.84 mmol) in acetonitrile (9.2 mL) was stirred at room temperature for 4 hours. Saturated aqueous sodium hydrogen carbonate solution was added to the reaction solution, and the resulting solution was extracted with ethyl acetate. The organic layer was washed with brine, dried over anhydrous sodium sulfate and concentrated under reduced ... The reactants are OC1=CC(NC2=C(C(=CC=C12)C)C)=O (4-hydroxy-7,8-dimethyl-2-quinolone), [Cl-].[Al+3].[Cl-].[Cl-] (aluminum chloride), C(C)(=O)Cl (acetyl chloride), C(CC)(=O)O (propionic acid). The solvent is C(CCl)Cl (ethylene dichloride), C(CCl)Cl (ethylene dichloride), O (water). Reaction conditions: time 3 hour. Yields the product C(C)(=O)C=1C(NC2=C(C(=CC=C2C1O)C)C)=O (3-acetyl-4-hydroxy-7,8-dimethyl-2-quinolone). Yield: 94.0%. Reaction SMILES: [OH:1][C:2]1[C:11]2[C:6](=[C:7]([CH3:13])[C:8]([CH3:12])=[CH:9][CH:10]=2)[NH:5][C:4](=[O:14])[CH:3]=1.[Cl-].[Al+3].[Cl-].[Cl-].[C:19](Cl)(=[O:21])[CH3:20].C(O)(=O)CC>O.C(Cl)CCl>[C:19]([C:3]1[C:4](=[O:14])[NH:5][C:6]2[C:11]([C:2]=1[OH:1])=[CH:10][CH:9]=[C:8]([CH3:12])[C:7]=2[CH3:13])(=[O:21])[CH3:20] |f:1.2.3.4|. Reported procedure: 10 g of 4-hydroxy-7,8-dimethyl-2-quinolone was added to 60 cc of ethylene dichloride, and 14 g of aluminum chloride was added thereto under stirring at room temperature. The reaction solution was first slurried by the formation of a complex and then became a uniform solution. Then, a solution of a mixture of 5.3 cc of acetyl chloride and 16 cc of ethylene dichloride was dropwise added thereto at room temperature, and the acetylation reaction was conducted at 50° C. for 3 hours. The reaction solu... Run in CO (methanol), O (water). RXN SMILES: [CH3:1][O:2][C:3]1[C:4](=[O:27])[C:5]([CH3:26])=[C:6]([CH2:12][C:13]2[CH:14]=[CH:15][C:16]([O:22]C(=O)C)=[C:17]([CH:21]=2)[C:18]([OH:20])=[O:19])[C:7](=[O:11])[C:8]=1[O:9][CH3:10].C(=O)([O-])O.[Na+]>CO.O>[CH3:1][O:2][C:3]1[C:4](=[O:27])[C:5]([CH3:26])=[C:6]([CH2:12][C:13]2[CH:14]=[CH:15][C:16]([OH:22])=[C:17]([CH:21]=2)[C:18]([OH:20])=[O:19])[C:7](=[O:11])[C:8]=1[O:9][CH3:10] |f:1.2|. The yield is 41.4%. The reactants are COC=1C(C(=C(C(C1OC)=O)CC=1C=CC(=C(C(=O)O)C1)OC(C)=O)C)=O (5-(5,6-Dimethoxy-3-methyl-1,4-benzoquinon-2-yl)methyl-2-acetoxybenzoic acid), C(O)([O-])=O.[Na+] (sodium hydrogencarbonate). Procedure: 5-(5,6-Dimethoxy-3-methyl-1,4-benzoquinon-2-yl)methyl-2-acetoxybenzoic acid (0.150 g, 0.401 mmol) was dissolved in methanol (2 ml) and after adding thereto an aqueous saturated sodium hydrogencarbonate solution (3 ml), the solution was stirred at room temperature for 3 hours. After the completion of reaction, the reaction solution was diluted with water and then extracted with ethyl acetate. The extract was washed with water and then dried, and the solvent was removed by distillation. The obtain... Yields the product COC=1C(C(=C(C(C1OC)=O)CC=1C=CC(=C(C(=O)O)C1)O)C)=O (5-(5,6-Dimethoxy-3-methyl-1,4-benzoquinon-2-yl)methyl-2-hydroxybenzoic acid). Reactants: C(C1=CC=CC=C1)OC=1C=C(C=CC1)N1C(C(=CC(=C1)C1=NC=CC=C1)C1=C(C=CC=C1)C#N)=O (1-[3-(benzyloxy)phenyl]-3-(2-cyanophenyl)-5-(2-pyridyl)-1,2-dihydropyridin-2-one), CO (methanol). The reagents and catalysts are [C].[Pd] (palladium-carbon). The solvent is [H][H] (hydrogen). Product: C(#N)C1=C(C=CC=C1)C=1C(N(C=C(C1)C1=NC=CC=C1)C1=CC(=CC=C1)O)=O (3-(2-Cyanophenyl)-1-(3-hydroxyphenyl)-5-(2-pyridyl)-1,2-dihydropyridin-2-one). The yield is 62.3%. Reaction SMILES: C([O:8][C:9]1[CH:10]=[C:11]([N:15]2[CH:20]=[C:19]([C:21]3[CH:26]=[CH:25][CH:24]=[CH:23][N:22]=3)[CH:18]=[C:17]([C:27]3[CH:32]=[CH:31][CH:30]=[CH:29][C:28]=3[C:33]#[N:34])[C:16]2=[O:35])[CH:12]=[CH:13][CH:14]=1)C1C=CC=CC=1.CO>[H][H].[C].[Pd]>[C:33]([C:28]1[CH:29]=[CH:30][CH:31]=[CH:32][C:27]=1[C:17]1[C:16](=[O:35])[N:15]([C:11]2[CH:12]=[CH:13][CH:14]=[C:9]([OH:8])[CH:10]=2)[CH:20]=[C:19]([C:21]2[CH:26]=[CH:25][CH:24]=[CH:23][N:22]=2)[CH:18]=1)#[N:34] |f:3.4|. Reported procedure: 52 mg of 1-[3-(benzyloxy)phenyl]-3-(2-cyanophenyl)-5-(2-pyridyl)-1,2-dihydropyridin-2-one and 20 mg of 5% palladium-carbon were added to 3 ml of methanol, followed by stirring at room temperature in hydrogen atmosphere overnight. After the resulting insoluble matters were filtered off, the filtrate was evaporated. The residue was purified by silica gel chromatography (ethyl acetate/hexane system), to give 26 mg the title compound. Reactants: crude residue, ClC=1C=C(C=NC1)C1=NC(=CC2=C1N(C(=N2)N2[C@@H](CCC2)C(=O)O)C[C@@H]2CC[C@H](CC2)C)C#N ((S)-1-(4-(5-chloropyridin-3-yl)-6-cyano-3-((trans-4-methylcyclohexyl)methyl)-3H-imidazo[4,5-c]pyridin-2-yl)pyrrolidine-2-carboxylic acid), CCCP(=O)=O (propylphosphonic anhydride), CNCC (N-methylethanamine). Run in O (H2O), CN(C)C=O (DMF). Run at time 6 hour. Yields the product ClC=1C=C(C=NC1)C1=NC(=CC2=C1N(C(=N2)N2[C@@H](CCC2)C(=O)N(C)CC)C[C@@H]2CC[C@H](CC2)C)C#N ((S)-1-(4-(5-chloropyridin-3-yl)-6-cyano-3-((trans-4-methylcyclohexyl)methyl)-3H-imidazo[4,5-c]pyridin-2-yl)-N-ethyl-N-methylpyrrolidine-2-carboxamide), crude residue. Reaction SMILES: [Cl:1][C:2]1[CH:3]=[C:4]([C:8]2[C:13]3[N:14]([CH2:25][C@H:26]4[CH2:31][CH2:30][C@H:29]([CH3:32])[CH2:28][CH2:27]4)[C:15]([N:17]4[CH2:21][CH2:20][CH2:19][C@H:18]4[C:22]([OH:24])=O)=[N:16][C:12]=3[CH:11]=[C:10]([C:33]#[N:34])[N:9]=2)[CH:5]=[N:6][CH:7]=1.CCCP(=O)=O.[CH3:41][NH:42][CH2:43][CH3:44]>CN(C=O)C.O>[Cl:1][C:2]1[CH:3]=[C:4]([C:8]2[C:13]3[N:14]([CH2:25][C@H:26]4[CH2:27][CH2:28][C@H:29]([CH3:32])[CH2:30][CH2:31]4)[C:15]([N:17]4[CH2:21][CH2:20][CH2:19][C@H:18]4[C:22]([N:42]([CH2:43][CH3:44])[CH3:41])=[O:24])=[N:16][C:12]=3[CH:11]=[C:10]([C:33]#[N:34])[N:9]=2)[CH:5]=[N:6][CH:7]=1. Procedure: To a reaction vessel was added the crude residue of (S)-1-(4-(5-chloropyridin-3-yl)-6-cyano-3-((trans-4-methylcyclohexyl)methyl)-3H-imidazo[4,5-c]pyridin-2-yl)pyrrolidine-2-carboxylic acid (0.030 g, 0.063 mmol), propylphosphonic anhydride (0.10 mL, 50% w/w in DMF), and N-methylethanamine (0.0037 g, 0.063 mmol) suspended in DMF (0.5 mL). The reaction was stirred at ambient temperature for 6 hours. The reaction was diluted with H2O (2.0 mL) and was extracted with EtOAc (2×5 mL). The combined organ... The reactants are N[C@@H](C(C)C)C(=O)O (valine), ice water, ice-salt, S(O)(O)(=O)=O (sulfuric acid), C(C1=CC=CC=C1)(=O)Cl (benzoyl chloride). The solvent is O1CCCC1 (tetrahydrofuran), [OH-].[Na+] (NaOH). Conditions: time 3 hour. The product is C(C1=CC=CC=C1)(=O)N[C@@H](C(C)C)C(=O)O (N-Benzoylvaline). The yield is 111.6%. Reaction SMILES: [NH2:1][C@H:2]([C:6]([OH:8])=[O:7])[CH:3]([CH3:5])[CH3:4].[C:9](Cl)(=[O:16])[C:10]1[CH:15]=[CH:14][CH:13]=[CH:12][CH:11]=1.S(=O)(=O)(O)O>O1CCCC1.[OH-].[Na+]>[C:9]([NH:1][C@H:2]([C:6]([OH:8])=[O:7])[CH:3]([CH3:5])[CH3:4])(=[O:16])[C:10]1[CH:15]=[CH:14][CH:13]=[CH:12][CH:11]=1 |f:4.5|. Procedure: A solution of valine (20 g, 0.17 mole) in tetrahydrofuran (20 ml) and 2N NaOH (111 ml) was cooled down to 10° (ice-water bath) under nitrogen and treated dropwise with benzoyl chloride (23.8 ml, 0.21 mole). The reaction mixture was warmed up to room temperature, stirred for 3.0 hours then cooled back down to 0° (ice-salt bath) and treated with concentrated sulfuric acid (8.0 ml). The mixture was extracted with ethyl acetate (3×200 ml). The combined organic extracts were washed with water (100 ml... Reactants: Brc1ccc(Br)nc1, CN(C)CCO, CC(C)(C)[O-], [K+], CN(C)C=O. Product: CN(C)CCOc1ccc(Br)cn1. As a reaction SMILES: [Br:7][c:8]1[n:9][cH:10][c:11]([Br:14])[cH:12][cH:13]1.[CH3:15][N:16]([CH3:17])[CH2:18][CH2:19][OH:20].[CH3:1][C:2]([CH3:3])([O-:4])[CH3:5].[K+:6].[O:21]=[CH:22][N:23]([CH3:24])[CH3:25]>>[c:8]1([O:20][CH2:19][CH2:18][N:16]([CH3:15])[CH3:17])[n:9][cH:10][c:11]([Br:14])[cH:12][cH:13]1. Reactants: CN(CCCCN1C(C2=CC=CC=C2C1=O)=O)CCCCN1C(C2=CC=CC=C2C1=O)=O (2.2′-[(methylimino)dibutane-4,1-diyl]bis(1H-isoindole-1.3(2H)-dione)), O.NN (hydrazine hydrate). Reported procedure: 144 mg (0.33 mmol) of 2.2′-[(methylimino)dibutane-4,1-diyl]bis(1H-isoindole-1.3(2H)-dione) is solubilized in 2 ml of ethanol and 65 μl (0.73 mmol; 2.2 equivalents) of 35% hydrazine hydrate are added to the reaction mixture which is maintained under stirring at 150° C. under microwaves for 30 minutes. The solvents are evaporated off under reduced pressure and the excess hydrazine hydrate is eliminated by co-evaporation with 4 times 15 ml of ethanol. 100 ml of ethanol is added to the reaction mixt... Reaction SMILES: [CH3:1][N:2]([CH2:18][CH2:19][CH2:20][CH2:21][N:22]1C(=O)C2C(=CC=CC=2)C1=O)[CH2:3][CH2:4][CH2:5][CH2:6][N:7]1C(=O)C2C(=CC=CC=2)C1=O.O.NN>C(O)C>[NH2:22][CH2:21][CH2:20][CH2:19][CH2:18][N:2]([CH3:1])[CH2:3][CH2:4][CH2:5][CH2:6][NH2:7] |f:1.2|. The solvent is C(C)O (ethanol). The product is NCCCCN(CCCCN)C (N-(4-aminobutyl)-N-methylbutane-1,4-diamine). Reaction conditions: temperature 150 celsius, time 30 minute. Reactants: [I-].[Na+] (sodium iodide), BrC1=C2C=CC(=C(C2=CC=C1)CCl)OC (5-bromo-1-chloromethyl-2-methoxy-naphthalene), C(C)(C)(C)OC(N[C@H]1CNC2=C(NC1=O)C=CC=C2)=O (((S)-2-oxo-2,3,4,5-tetrahydro-1H-benzo[b][1,4]diazepin-3-yl)-carbamic acid tert-butyl ester), C(C)(C)(C)OC(N[C@H]1CNC2=C(NC1=O)C=CC=C2)=O (((S)-2-oxo-2,3,4,5-tetrahydro-1H-benzo[b][1,4]diazepin-3-yl)-carbamic acid tert-butyl ester), [Li+].C[Si](C)(C)[N-][Si](C)(C)C (LiHMDS). Run in C1CCOC1 (THF), C1CCOC1 (THF). Reaction conditions: temperature -78 celsius, time 20 minute. The product is C(C)(C)(C)OC(N[C@H]1CNC2=C(N(C1=O)CC1=C(C=CC3=C(C=CC=C13)Br)OC)C=CC=C2)=O ([(S)-1-(5-Bromo-2-methoxy-naphthalen-1-ylmethyl)-2-oxo-2,3,4,5-tetrahydro-1H-benzo[b][1,4]diazepin-3-yl]-carbamic acid tert-butyl ester). Yield: 82.1%. As a reaction SMILES: [C:1]([O:5][C:6](=[O:20])[NH:7][C@@H:8]1[C:14](=[O:15])[NH:13][C:12]2[CH:16]=[CH:17][CH:18]=[CH:19][C:11]=2[NH:10][CH2:9]1)([CH3:4])([CH3:3])[CH3:2].[Li+].C[Si]([N-][Si](C)(C)C)(C)C.[I-].[Na+].[Br:33][C:34]1[CH:43]=[CH:42][CH:41]=[C:40]2[C:35]=1[CH:36]=[CH:37][C:38]([O:46][CH3:47])=[C:39]2[CH2:44]Cl>C1COCC1>[C:1]([O:5][C:6](=[O:20])[NH:7][C@@H:8]1[C:14](=[O:15])[N:13]([CH2:44][C:39]2[C:40]3[C:35](=[C:34]([Br:33])[CH:43]=[CH:42][CH:41]=3)[CH:36]=[CH:37][C:38]=2[O:46][CH3:47])[C:12]2[CH:16]=[CH:17][CH:18]=[CH:19][C:11]=2[NH:10][CH2:9]1)([CH3:4])([CH3:2])[CH3:3] |f:1.2,3.4|. Procedure: To a stirred solution of ((S)-2-oxo-2,3,4,5-tetrahydro-1H-benzo[b][1,4]diazepin-3-yl)-carbamic acid tert-butyl ester (Intermediate 2) (500 mg, 1.805 mmol) in THF (10 mL) at −78° C. was added LiHMDS (1 M in THF, 2.3 mL, 2.3 mmol) dropwise over 5 min. The mixture was stirred at −78° C. for 20 min. and a mixture of sodium iodide (295.8 mg, 1.986 mmol) and 5-bromo-1-chloromethyl-2-methoxy-naphthalene (617.3 mg, 2.166 mmol) in THF (5 mL), was added dropwise over 5 min. The mixture was stirred at −78°...